This data is from the Open Reaction Database (ORD), a public repository of structured organic reaction records. The task is: describe an organic reaction: reactants, conditions, products, and yield The reactants are C[O-], CO, FC(F)(F)c1cccc(-c2cc(Cl)cnn2)c1, [Na+]. The product is COc1cnnc(-c2cccc(C(F)(F)F)c2)c1. As a reaction SMILES: [CH3:18][O-:19].[CH3:21][OH:22].[Cl:1][c:2]1[cH:3][c:4](-[c:8]2[cH:9][c:10]([C:14]([F:15])([F:16])[F:17])[cH:11][cH:12][cH:13]2)[n:5][n:6][cH:7]1.[Na+:20]>>[c:2]1([O:19][CH3:18])[cH:3][c:4](-[c:8]2[cH:9][c:10]([C:14]([F:15])([F:16])[F:17])[cH:11][cH:12][cH:13]2)[n:5][n:6][cH:7]1. The reactants are C(#C)C=1C=NN2C1N=C(C=C2C(F)(F)F)C2=CC(=CC=C2)C(F)(F)F (3-ethynyl-7-trifluoromethyl-5-(3-trifluoromethyl-phenyl)-pyrazolo[1,5-a]pyrimidine), ClC=1SC(=CN1)S(=O)(=O)N (2-chloro-thiazole-5-sulfonamide). Yields the product FC(C1=CC(=NC=2N1N=CC2C#CC=2SC(=CN2)S(=O)(=O)N)C2=CC(=CC=C2)C(F)(F)F)(F)F (2-[7-Trifluoromethyl-5-(3-trifluoromethyl-phenyl)-pyrazolo[1,5-a]pyrimidin-3-ylethynyl]-thiazole-5-sulfonic acid amide), solid. The yield is 52.0%. Reaction SMILES: [C:1]([C:3]1[CH:4]=[N:5][N:6]2[C:11]([C:12]([F:15])([F:14])[F:13])=[CH:10][C:9]([C:16]3[CH:21]=[CH:20][CH:19]=[C:18]([C:22]([F:25])([F:24])[F:23])[CH:17]=3)=[N:8][C:7]=12)#[CH:2].Cl[C:27]1[S:28][C:29]([S:32]([NH2:35])(=[O:34])=[O:33])=[CH:30][N:31]=1>>[F:15][C:12]([F:14])([F:13])[C:11]1[N:6]2[N:5]=[CH:4][C:3]([C:1]#[C:2][C:27]3[S:28][C:29]([S:32]([NH2:35])(=[O:34])=[O:33])=[CH:30][N:31]=3)=[C:7]2[N:8]=[C:9]([C:16]2[CH:21]=[CH:20][CH:19]=[C:18]([C:22]([F:25])([F:24])[F:23])[CH:17]=2)[CH:10]=1. Procedure: The title compound was prepared from 3-ethynyl-7-trifluoromethyl-5-(3-trifluoromethyl-phenyl)-pyrazolo[1,5-a]pyrimidine (example C.10) (355 mg, 1.0 mmol) and 2-chloro-thiazole-5-sulfonamide (199 mg, 1.0 mmol) according to general procedure II. Obtained as a yellow solid (270 mg, 52%). MS (ISN) 516.1 [(M−H)−]; mp 251° C. The reactants are C(C)(C)(C)OC(=O)N[C@H](C(=O)OC)CCC[C@@H]([C@H]([C@H](C)O)OCC(C)C)CCSC ((2S,6R,7R,8S)-methyl 2-((tert-butoxycarbonyl)amino)-8-hydroxy-7-isobutoxy-6-(2-(methylthio)ethyl)nonanoate), LiO.H2O. Run in C1CCOC1 (THF), O (H2O). Reaction conditions: time 3 hour. The product is C(C)(C)(C)OC(=O)N[C@H](C(=O)O)CCC[C@@H]([C@H]([C@H](C)O)OCC(C)C)CCSC ((2S,6R,7R,8S)-2-((tert-butoxycarbonyl)amino)-8-hydroxy-7-isobutoxy-6-(2-(methylthio)ethyl)nonanoic acid). Isolated yield 97.2%. Reaction SMILES: [C:1]([O:5][C:6]([NH:8][C@@H:9]([CH2:14][CH2:15][CH2:16][C@H:17]([CH2:27][CH2:28][S:29][CH3:30])[C@@H:18]([O:22][CH2:23][CH:24]([CH3:26])[CH3:25])[C@@H:19]([OH:21])[CH3:20])[C:10]([O:12]C)=[O:11])=[O:7])([CH3:4])([CH3:3])[CH3:2]>C1COCC1.O>[C:1]([O:5][C:6]([NH:8][C@@H:9]([CH2:14][CH2:15][CH2:16][C@H:17]([CH2:27][CH2:28][S:29][CH3:30])[C@@H:18]([O:22][CH2:23][CH:24]([CH3:25])[CH3:26])[C@@H:19]([OH:21])[CH3:20])[C:10]([OH:12])=[O:11])=[O:7])([CH3:2])([CH3:4])[CH3:3]. Reported procedure: To a mixture of (2S,6R,7R,8S)-methyl 2-((tert-butoxycarbonyl)amino)-8-hydroxy-7-isobutoxy-6-(2-(methylthio)ethyl)nonanoate (326 mg, 0.725 mmol) in THF (2.4 ml) and H2O (1.2 ml) was added LiO.H2O (91 mg, 2.2 mmol). The resulting mixture was stirred at room temperature for 3 h, quenched with 2N HCl (3 mL), diluted with H2O (20 mL), and extracted with EtOAc (3×20 mL). The organic extracts were combined, dried over Na2SO4, filtered, and concentrated to provide the title compound as a sticky colorles... Starting materials: CCO, COC(=O)c1cnc(Nc2ccc(Cl)cc2Cl)nc1C(F)(F)F, [K+], [OH-]. Product: O=C(O)c1cnc(Nc2ccc(Cl)cc2Cl)nc1C(F)(F)F. RXN SMILES: [CH3:26][CH2:27][OH:28].[Cl:1][c:2]1[c:3]([NH:9][c:10]2[n:11][cH:12][c:13]([C:20](=[O:21])[O:22][CH3:23])[c:14]([C:16]([F:17])([F:18])[F:19])[n:15]2)[cH:4][cH:5][c:6]([Cl:8])[cH:7]1.[K+:25].[OH-:24]>>[Cl:1][c:2]1[c:3]([NH:9][c:10]2[n:11][cH:12][c:13]([C:20](=[O:21])[OH:22])[c:14]([C:16]([F:17])([F:18])[F:19])[n:15]2)[cH:4][cH:5][c:6]([Cl:8])[cH:7]1.